Dataset: the Open Reaction Database (ORD), a public repository of structured organic reaction records. Task: describe an organic reaction: reactants, conditions, products, and yield Starting materials: CS(=O)(=O)Cl, CC(C)C(=O)Nc1cccc(C2CCN(CCC(N)c3ccccc3)CC2)c1. Yields the product CC(C)C(=O)Nc1cccc(C2CCN(CCC(NS(C)(=O)=O)c3ccccc3)CC2)c1. As a reaction SMILES: [CH3:1][S:2]([Cl:3])(=[O:4])=[O:5].[NH2:6][CH:7]([CH2:8][CH2:9][N:10]1[CH2:11][CH2:12][CH:13]([c:16]2[cH:17][c:18]([NH:22][C:23]([CH:24]([CH3:25])[CH3:26])=[O:27])[cH:19][cH:20][cH:21]2)[CH2:14][CH2:15]1)[c:28]1[cH:29][cH:30][cH:31][cH:32][cH:33]1>>[CH3:1][S:2](=[O:4])(=[O:5])[NH:6][CH:7]([CH2:8][CH2:9][N:10]1[CH2:11][CH2:12][CH:13]([c:16]2[cH:17][c:18]([NH:22][C:23]([CH:24]([CH3:25])[CH3:26])=[O:27])[cH:19][cH:20][cH:21]2)[CH2:14][CH2:15]1)[c:28]1[cH:29][cH:30][cH:31][cH:32][cH:33]1. Procedure details: The compound is prepared by saponification of 4-oxo-6-(3,4,5-trimethoxy-benzyloxycarbonyl)-5-(3,4,5-trimethoxybenzyl)-4,5,6,7-tetrahydro-thieno[3,2-c]pyridine (Example 15), to give beige crystals, M.p.=208° C. (isopropanol), Yield: 65%. The yield is 65.0%. Yields the product O=C1N(C(CC2=C1C=CS2)C(=O)O)CC2=CC(=C(C(=C2)OC)OC)OC (4-Oxo-6-carboxy-5-(3,4,5-trimethoxy-benzyl)-4,5,6,7-tetrahydro-thieno[3,2-c]pyridine). Run in C(C)(C)O (isopropanol). RXN SMILES: [O:1]=[C:2]1[C:7]2[CH:8]=[CH:9][S:10][C:6]=2[CH2:5][CH:4]([C:11]([O:13]CC2C=C(OC)C(OC)=C(OC)C=2)=[O:12])[N:3]1[CH2:27][C:28]1[CH:33]=[C:32]([O:34][CH3:35])[C:31]([O:36][CH3:37])=[C:30]([O:38][CH3:39])[CH:29]=1>C(O)(C)C>[O:1]=[C:2]1[C:7]2[CH:8]=[CH:9][S:10][C:6]=2[CH2:5][CH:4]([C:11]([OH:13])=[O:12])[N:3]1[CH2:27][C:28]1[CH:33]=[C:32]([O:34][CH3:35])[C:31]([O:36][CH3:37])=[C:30]([O:38][CH3:39])[CH:29]=1. Reactants: O=C1N(C(CC2=C1C=CS2)C(=O)OCC2=CC(=C(C(=C2)OC)OC)OC)CC2=CC(=C(C(=C2)OC)OC)OC (4-Oxo-6-(3,4,5-trimethoxy-benzyloxycarbonyl)-5-(3,4,5-trimethoxybenzyl)-4,5,6,7-tetrahydro-thieno[3,2-c]pyridine). Reactants: CN(C(OC)=O)CCC1=CC(=C(C=C1)[N+](=O)[O-])CS(=O)(=O)C1=CC=CC=C1 (Methyl methyl(2-{4-nitro-3-[(phenylsulfonyl)methyl]phenyl}ethyl)carbamate), CN(C(OC)=O)CCC1=CC=C(C=C1)[N+](=O)[O-] (methyl methyl[2-(4-nitrophenyl)ethyl]carbamate). The product is CNCCC=1C=C2C(=NNC2=CC1)S(=O)(=O)C1=CC=CC=C1 (N-Methyl-N-{2-[3-(phenylsulfonyl)-1H-indazol-5-yl]ethyl}amine). Reaction SMILES: [CH3:1][N:2]([CH2:7][CH2:8][C:9]1[CH:14]=[CH:13][C:12]([N+:15]([O-])=O)=[C:11]([CH2:18][S:19]([C:22]2[CH:27]=[CH:26][CH:25]=[CH:24][CH:23]=2)(=[O:21])=[O:20])[CH:10]=1)C(=O)OC.C[N:29](CCC1C=CC([N+]([O-])=O)=CC=1)C(=O)OC>>[CH3:1][NH:2][CH2:7][CH2:8][C:9]1[CH:10]=[C:11]2[C:12](=[CH:13][CH:14]=1)[NH:15][N:29]=[C:18]2[S:19]([C:22]1[CH:27]=[CH:26][CH:25]=[CH:24][CH:23]=1)(=[O:21])=[O:20]. Reported procedure: Methyl methyl(2-{4-nitro-3-[(phenylsulfonyl)methyl]phenyl}ethyl)carbamate Using substantially the same manner as described in Example 171, step 1 and employing methyl methyl[2-(4-nitrophenyl)ethyl]carbamate (2.47 g, 10.38 mmol), the title compound was obtained as a white solid, (2.06 g, 51%). Mp: 42° C., MS (ES+): 393 (M+H)+. Step 4 The reactants are FC=1C=NC=CC1C=1OC2=C(N1)C=C(C=C2)C(F)(F)F (2-(3-fluoropyridin-4-yl)-5-(trifluoromethyl)benzoxazole), C([O-])([O-])=O.[K+].[K+] (potassium carbonate), CN(C)C=O (DMF), CC(C)S (2-propanethiol), CN(C)C=O (DMF). Procedure details: To a mixture of 0.28 g of 2-(3-fluoropyridin-4-yl)-5-(trifluoromethyl)benzoxazole, 0.50 g of potassium carbonate and 2 ml of DMF, a mixture of 0.15 g of 2-propanethiol and 0.5 ml of DMF was added. The reaction mixture was stirred while heating at 60° C. for two hours. The reaction mixture was cooled to room temperature, and then water was added to the reaction mixture, which was extracted with ethyl acetate. The organic layer was washed with 5% aqueous solution of potassium carbonate and a satur... The yield is 77.4%. Run in O (water). Reaction SMILES: F[C:2]1[CH:3]=[N:4][CH:5]=[CH:6][C:7]=1[C:8]1[O:9][C:10]2[CH:16]=[CH:15][C:14]([C:17]([F:20])([F:19])[F:18])=[CH:13][C:11]=2[N:12]=1.C(=O)([O-])[O-].[K+].[K+].CN(C=O)C.[CH3:32][CH:33]([SH:35])[CH3:34]>O>[CH:33]([S:35][C:2]1[CH:3]=[N:4][CH:5]=[CH:6][C:7]=1[C:8]1[O:9][C:10]2[CH:16]=[CH:15][C:14]([C:17]([F:20])([F:19])[F:18])=[CH:13][C:11]=2[N:12]=1)([CH3:34])[CH3:32] |f:1.2.3|. Product: C(C)(C)SC=1C=NC=CC1C=1OC2=C(N1)C=C(C=C2)C(F)(F)F (2-(3-isopropylthiopyridin-4-yl)-5-(trifluoromethyl)benzoxazole). Reaction conditions: temperature 60 celsius. Reactants: C(C1=CC=CC=C1)O (benzyl alcohol), C1=CC=C(C=C1)P(C2=CC=CC=C2)C3=CC=CC=C3 (PPh3), CC(C)OC(=O)/N=N/C(=O)OC(C)C (DIAD), OC=1C=C2C=CC(=C(C2=CC1)C(C1=CC=C(C=C1)OCCN1CCCCC1)=O)OS(=O)(=O)C(F)(F)F (trifluoromethanesulfonic acid 6-hydroxy-1-[4-(2-piperidin-1-yl-ethoxy)-benzoyl]-naphthalen-2-yl ester). Solvent: C1CCOC1 (THF). Conditions: temperature 0 celsius. The product is C(C1=CC=CC=C1)OC=1C=C2C=CC(=C(C2=CC1)C(C1=CC=C(C=C1)OCCN1CCCCC1)=O)OS(=O)(=O)C(F)(F)F (Trifluoromethanesulfonic acid 6-benzyloxy-1-[4-(2-piperidin-1-yl-ethoxy)-benzoyl]-naphthalen-2-yl ester). Isolated yield 94.7%. RXN SMILES: [OH:1][C:2]1[CH:3]=[C:4]2[C:9](=[CH:10][CH:11]=1)[C:8]([C:12](=[O:28])[C:13]1[CH:18]=[CH:17][C:16]([O:19][CH2:20][CH2:21][N:22]3[CH2:27][CH2:26][CH2:25][CH2:24][CH2:23]3)=[CH:15][CH:14]=1)=[C:7]([O:29][S:30]([C:33]([F:36])([F:35])[F:34])(=[O:32])=[O:31])[CH:6]=[CH:5]2.[CH2:37](O)[C:38]1[CH:43]=[CH:42][CH:41]=[CH:40][CH:39]=1.C1C=CC(P(C2C=CC=CC=2)C2C=CC=CC=2)=CC=1.CC(OC(/N=N/C(OC(C)C)=O)=O)C>C1COCC1>[CH2:37]([O:1][C:2]1[CH:3]=[C:4]2[C:9](=[CH:10][CH:11]=1)[C:8]([C:12](=[O:28])[C:13]1[CH:14]=[CH:15][C:16]([O:19][CH2:20][CH2:21][N:22]3[CH2:27][CH2:26][CH2:25][CH2:24][CH2:23]3)=[CH:17][CH:18]=1)=[C:7]([O:29][S:30]([C:33]([F:35])([F:36])[F:34])(=[O:32])=[O:31])[CH:6]=[CH:5]2)[C:38]1[CH:43]=[CH:42][CH:41]=[CH:40][CH:39]=1. Procedure: Dissolve trifluoromethanesulfonic acid 6-hydroxy-1-[4-(2-piperidin-1-yl-ethoxy)-benzoyl]-naphthalen-2-yl ester (9.00 g, 17.2 mmol) in THF (540 mL). Stir the solution at 0° C. under N2 and add benzyl alcohol (2.78 g, 25.8 mmol), polymer-PPh3 (8.60 g, 25.8 mmol) and DIAD (5.21 g, 25.8 mmol). Continue to stir the reaction mixture at room temperature for 2 hours. Add water (1000 mL), and extract the aqueous layer with CH2Cl2 (3×500 mL). Combine the organic layers and dry with Na2SO4, filter, concent... The reactants are [BH4-].[Na+] (Sodium borohydride), C(C1=CC=CC=C1)(=O)NNC=1N=NC(=C(N1)C)C1=CC=CC=C1 (3-(2-benzoylhydrazino)-5-methyl-6-phenyl-1,2,4-triazine). Run in C(C)(C)OC(C)C (diisopropyl ether). The product is C(C1=CC=CC=C1)(=O)NNC=1NN=C(C(N1)C)C1=CC=CC=C1 (3-(2-benzoylhydrazino)-5-methyl-6-phenyl-2,5-dihydro-1,2,4-triazine). Yield: 50.7%. Reaction SMILES: [BH4-].[Na+].[C:3]([NH:11][NH:12][C:13]1[N:14]=[N:15][C:16]([C:20]2[CH:25]=[CH:24][CH:23]=[CH:22][CH:21]=2)=[C:17]([CH3:19])[N:18]=1)(=[O:10])[C:4]1[CH:9]=[CH:8][CH:7]=[CH:6][CH:5]=1>C(OC(C)C)(C)C>[C:3]([NH:11][NH:12][C:13]1[NH:14][N:15]=[C:16]([C:20]2[CH:25]=[CH:24][CH:23]=[CH:22][CH:21]=2)[CH:17]([CH3:19])[N:18]=1)(=[O:10])[C:4]1[CH:5]=[CH:6][CH:7]=[CH:8][CH:9]=1 |f:0.1|. Reported procedure: Sodium borohydride (1.98 g) and 3-(2-benzoylhydrazino)-5-methyl-6-phenyl-1,2,4-triazine (3.45 g) was reacted in a similar manner to that of Example 2-(2). The reaction mixture was diluted with diisopropyl ether and the resultant precipitates were collected, washed successively with water, methanol and diisopropyl ether, and recrystallized from a mixture of ethanol, chloroform and water to give colorless crystals of 3-(2-benzoylhydrazino)-5-methyl-6-phenyl-2,5-dihydro-1,2,4-triazine (1.76 g), m.p... Starting materials: ClCCCCBr, O=c1nc(-c2cccc3c2OC(F)(F)O3)cc[nH]1, [H-], [Na+], CN(C)C=O, O. Product: O=c1nc(-c2cccc3c2OC(F)(F)O3)ccn1CCCCCl. Reaction SMILES: [Br:21][CH2:22][CH2:23][CH2:24][CH2:25][Cl:26].[F:1][C:2]1([F:18])[O:3][c:4]2[c:5]([cH:7][cH:8][cH:9][c:10]2-[c:11]2[n:12][c:13](=[O:17])[nH:14][cH:15][cH:16]2)[O:6]1.[H-:20].[Na+:19].[O:28]=[CH:29][N:30]([CH3:31])[CH3:32].[OH2:27]>>[F:1][C:2]1([F:18])[O:3][c:4]2[c:5]([cH:7][cH:8][cH:9][c:10]2-[c:11]2[n:12][c:13](=[O:17])[n:14]([CH2:22][CH2:23][CH2:24][CH2:25][Cl:26])[cH:15][cH:16]2)[O:6]1.